This data is from the Open Reaction Database (ORD), a public repository of structured organic reaction records. The task is: describe an organic reaction: reactants, conditions, products, and yield Reactants: C1COCCO1, Cc1ccsc1C(=O)C(=CN(C)C)c1ccccc1[N+](=O)[O-], O. Yields the product Cc1ccsc1C(=O)Cc1ccccc1[N+](=O)[O-]. Reaction SMILES: [CH2:23]1[O:24][CH2:25][CH2:26][O:27][CH2:28]1.[CH3:1][N:2]([CH3:3])[CH:22]=[C:4]([c:5]1[c:6]([N+:11](=[O:12])[O-:13])[cH:7][cH:8][cH:9][cH:10]1)[C:14]([c:15]1[c:16]([CH3:20])[cH:17][cH:18][s:19]1)=[O:21].[OH2:29]>>[CH2:4]([c:5]1[c:6]([N+:11](=[O:12])[O-:13])[cH:7][cH:8][cH:9][cH:10]1)[C:14]([c:15]1[c:16]([CH3:20])[cH:17][cH:18][s:19]1)=[O:21]. The reactants are CCNC(=N)N1CC2(C=N1)CCCC2, Cc1cc(S(=O)(=O)Cl)ccc1NC(=O)C(F)(F)F, Cl, CN(C)C=O. Product: CCNC(=NS(=O)(=O)c1ccc(NC(=O)C(F)(F)F)c(C)c1)N1CC2(C=N1)CCCC2. Reaction SMILES: [CH2:1]([CH3:2])[NH:3][C:4](=[NH:5])[N:6]1[CH2:7][C:8]2([CH:9]=[N:10]1)[CH2:11][CH2:12][CH2:13][CH2:14]2.[CH3:15][c:16]1[cH:17][c:18]([S:29](=[O:30])(=[O:31])[Cl:32])[cH:19][cH:20][c:21]1[NH:22][C:23]([C:24]([F:25])([F:26])[F:27])=[O:28].[ClH:33].[O:34]=[CH:35][N:36]([CH3:37])[CH3:38]>>[CH2:1]([CH3:2])[NH:3][C:4](=[N:5][S:29]([c:18]1[cH:17][c:16]([CH3:15])[c:21]([NH:22][C:23]([C:24]([F:25])([F:26])[F:27])=[O:28])[cH:20][cH:19]1)(=[O:30])=[O:31])[N:6]1[CH2:7][C:8]2([CH:9]=[N:10]1)[CH2:11][CH2:12][CH2:13][CH2:14]2. Reactants: CC(C)(C)[O-], CCO, [K+], CCOC(=O)CSc1cccc(O)c1CC(=O)OCC, CCOS(=O)(=O)OCC. Product: CCOC(=O)CSc1cccc(OCC)c1CC(=O)OCC. RXN SMILES: [CH3:30][C:31]([CH3:32])([O-:33])[CH3:34].[CH3:36][CH2:37][OH:38].[K+:35].[OH:1][c:2]1[cH:3][cH:4][cH:5][c:6]([S:14][CH2:15][C:16](=[O:17])[O:18][CH2:19][CH3:20])[c:7]1[CH2:8][C:9](=[O:10])[O:11][CH2:12][CH3:13].[S:21]([O:22][CH2:23][CH3:24])([O:27][CH2:25][CH3:26])(=[O:28])=[O:29]>>[O:1]([c:2]1[cH:3][cH:4][cH:5][c:6]([S:14][CH2:15][C:16](=[O:17])[O:18][CH2:19][CH3:20])[c:7]1[CH2:8][C:9](=[O:10])[O:11][CH2:12][CH3:13])[CH2:25][CH3:26]. The reactants are C([O-])([O-])=O.[Na+].[Na+] (sodium carbonate), COC(CC(OC)OC)OC (1,1,3,3-tetramethoxypropane), S(O)(O)(=O)=O (sulphuric acid), N(N)C1=C(C=NN1C1=C(C=C(C=C1Cl)C(F)(F)F)Cl)S(=O)(=O)C(F)(F)F (5-hydrazino-4-(trifluoromethylsulphonyl)-1-(2,6-dichloro-4-trifluoromethyl-phenyl)-pyrazole). Solvent: C(C)O (ethanol). Product: ClC1=C(C(=CC(=C1)C(F)(F)F)Cl)N1N=CC(=C1N1N=CC=C1)S(=O)(=O)C(F)(F)F (1-(2,6-dichloro-4-trifluoromethyl-phenyl)-5-(pyrazol-1-yl)-4-trifluoromethylsulphonyl-pyrazole). Isolated yield 76.7%. As a reaction SMILES: CO[CH:3](OC)[CH2:4][CH:5](OC)OC.S(=O)(=O)(O)O.[NH:17]([C:19]1[N:23]([C:24]2[C:29]([Cl:30])=[CH:28][C:27]([C:31]([F:34])([F:33])[F:32])=[CH:26][C:25]=2[Cl:35])[N:22]=[CH:21][C:20]=1[S:36]([C:39]([F:42])([F:41])[F:40])(=[O:38])=[O:37])[NH2:18].C(=O)([O-])[O-].[Na+].[Na+]>C(O)C>[Cl:30][C:29]1[CH:28]=[C:27]([C:31]([F:32])([F:33])[F:34])[CH:26]=[C:25]([Cl:35])[C:24]=1[N:23]1[C:19]([N:17]2[CH:5]=[CH:4][CH:3]=[N:18]2)=[C:20]([S:36]([C:39]([F:42])([F:41])[F:40])(=[O:37])=[O:38])[CH:21]=[N:22]1 |f:3.4.5|. Procedure: 1.2 ml (0.0078 mole) of 1,1,3,3-tetramethoxypropane and 0.2 ml (0.0034 mole) of 96 percent strength sulphuric acid are added in sequence to 3 g (0.0068 mole) of 5-hydrazino-4-(trifluoromethylsulphonyl)-1-(2,6-dichloro-4-trifluoromethyl-phenyl)-pyrazole in 7 ml of ethanol at 20° C. to 25° C. The reaction mixture is heated at the reflux temperature for 2 hours, cooled, and neutralized with 0.36 g (0.0034 mole) of sodium carbonate, and the solvent is removed in vacuo. The residue is suspended in wa... The reactants are O=C([O-])[O-], CCOCC, CCO, COCCOC, CCOC(=O)Cc1oc(-c2ccc(Cl)cc2)cc2cccc1-2, [K+], [K+], [Na+], [OH-], O, CCOC(=O)Cc1ccc(O)cc1. Yields the product O=C(O)Cc1oc(-c2ccc(Cl)cc2)cc2cccc1-2. RXN SMILES: [C:14](=[O:15])([O-:16])[O-:17].[CH3:45][CH2:46][O:47][CH2:48][CH3:49].[CH3:50][CH2:51][OH:52].[CH3:53][O:54][CH2:55][CH2:56][O:57][CH3:58].[Cl:20][c:21]1[cH:22][cH:23][c:24](-[c:27]2[cH:28][c:29]3[cH:33][cH:32][cH:31][c:30]-3[c:34]([CH2:36][C:37](=[O:38])[O:39][CH2:40][CH3:41])[o:35]2)[cH:25][cH:26]1.[K+:18].[K+:19].[Na+:43].[OH-:42].[OH2:44].[OH:1][c:2]1[cH:3][cH:4][c:5]([CH2:6][C:7]([O:8][CH2:9][CH3:10])=[O:11])[cH:12][cH:13]1>>[Cl:20][c:21]1[cH:22][cH:23][c:24](-[c:27]2[cH:28][c:29]3[cH:33][cH:32][cH:31][c:30]-3[c:34]([CH2:36][C:37](=[O:38])[OH:39])[o:35]2)[cH:25][cH:26]1. The reactants are [Ba+2], CCO, COCCOC, CCOC(=O)c1c(C)n(Cc2c(F)cccc2F)c(C)c(Br)c1=O, COc1cccc(B(O)O)c1F, [OH-], [OH-], [Pd], c1ccc(P(c2ccccc2)c2ccccc2)cc1, c1ccc(P(c2ccccc2)c2ccccc2)cc1, c1ccc(P(c2ccccc2)c2ccccc2)cc1, c1ccc(P(c2ccccc2)c2ccccc2)cc1, c1ccccc1. Product: CCOC(=O)c1c(C)n(Cc2c(F)cccc2F)c(C)c(-c2cccc(OC)c2F)c1=O. Reaction SMILES: [Ba+2:38].[CH2:123]([OH:124])[CH3:125].[CH3:117][O:118][CH2:119][CH2:120][O:121][CH3:122].[F:1][c:2]1[c:3]([CH2:4][n:5]2[c:6]([CH3:19])[c:7]([Br:18])[c:8](=[O:17])[c:9]([C:12](=[O:13])[O:14][CH2:15][CH3:16])[c:10]2[CH3:11])[c:20]([F:24])[cH:21][cH:22][cH:23]1.[F:25][c:26]1[c:27]([B:34]([OH:35])[OH:36])[cH:28][cH:29][cH:30][c:31]1[O:32][CH3:33].[OH-:37].[OH-:39].[Pd:40].[c:41]1([P:42]([c:43]2[cH:44][cH:45][cH:46][cH:47][cH:48]2)[c:49]2[cH:50][cH:51][cH:52][cH:53][cH:54]2)[cH:55][cH:56][cH:57][cH:58][cH:59]1.[c:60]1([P:61]([c:62]2[cH:63][cH:64][cH:65][cH:66][cH:67]2)[c:68]2[cH:69][cH:70][cH:71][cH:72][cH:73]2)[cH:74][cH:75][cH:76][cH:77][cH:78]1.[c:79]1([P:80]([c:81]2[cH:82][cH:83][cH:84][cH:85][cH:86]2)[c:87]2[cH:88][cH:89][cH:90][cH:91][cH:92]2)[cH:93][cH:94][cH:95][cH:96][cH:97]1.[c:98]1([P:99]([c:100]2[cH:101][cH:102][cH:103][cH:104][cH:105]2)[c:106]2[cH:107][cH:108][cH:109][cH:110][cH:111]2)[cH:112][cH:113][cH:114][cH:115][cH:116]1.[cH:126]1[cH:127][cH:128][cH:129][cH:130][cH:131]1>>[F:1][c:2]1[c:3]([CH2:4][n:5]2[c:6]([CH3:19])[c:7](-[c:27]3[c:26]([F:25])[c:31]([O:32][CH3:33])[cH:30][cH:29][cH:28]3)[c:8](=[O:17])[c:9]([C:12](=[O:13])[O:14][CH2:15][CH3:16])[c:10]2[CH3:11])[c:20]([F:24])[cH:21][cH:22][cH:23]1. Reactants: C1CCOC1, CCOCC, Cl, OCCCc1ccc(C2OCCO2)c2ccccc12. Yields the product O=Cc1ccc(CCCO)c2ccccc12. RXN SMILES: [CH2:21]1[O:22][CH2:23][CH2:24][CH2:25]1.[CH2:26]([O:27][CH2:28][CH3:29])[CH3:30].[ClH:20].[OH:1][CH2:2][CH2:3][CH2:4][c:5]1[cH:6][cH:7][c:8]([CH:15]2[O:16][CH2:19][CH2:18][O:17]2)[c:9]2[cH:10][cH:11][cH:12][cH:13][c:14]12>>[OH:1][CH2:2][CH2:3][CH2:4][c:5]1[cH:6][cH:7][c:8]([CH:15]=[O:16])[c:9]2[cH:10][cH:11][cH:12][cH:13][c:14]12.